Task: describe an organic reaction: reactants, conditions, products, and yield. Dataset: the Open Reaction Database (ORD), a public repository of structured organic reaction records Reaction SMILES: C[O:2][C:3]([C:5]1[C:13]2[O:12][C:11]([CH3:14])=[N:10][C:9]=2[C:8]([C:15]2[CH2:19][C:18]([C:24]3[CH:29]=[C:28]([Cl:30])[CH:27]=[C:26]([Cl:31])[CH:25]=3)([C:20]([F:23])([F:22])[F:21])[O:17][N:16]=2)=[CH:7][CH:6]=1)=[O:4].[OH-].[Na+].CO>O1CCCC1.Cl.C(OCC)(=O)C>[Cl:30][C:28]1[CH:29]=[C:24]([C:18]2([C:20]([F:22])([F:21])[F:23])[O:17][N:16]=[C:15]([C:8]3[C:9]4[N:10]=[C:11]([CH3:14])[O:12][C:13]=4[C:5]([C:3]([OH:4])=[O:2])=[CH:6][CH:7]=3)[CH2:19]2)[CH:25]=[C:26]([Cl:31])[CH:27]=1 |f:1.2|. Isolated yield 79.4%. Run at time 2.5 hour. Reactants: COC(=O)C1=CC=C(C=2N=C(OC21)C)C2=NOC(C2)(C(F)(F)F)C2=CC(=CC(=C2)Cl)Cl (4-(5-(3,5-dichlorophenyl)-5-trifluoromethyl-4,5-dihydro-isoxazol-3-yl)-2-methyl-benzo[d]oxazole-7-carboxylic acid methyl ester), [OH-].[Na+] (sodium hydroxide), CO (methanol). The product is ClC=1C=C(C=C(C1)Cl)C1(CC(=NO1)C1=CC=C(C2=C1N=C(O2)C)C(=O)O)C(F)(F)F (4-(5-(3,5-dichlorophenyl)-5-trifluoromethyl-4,5-dihydro-isoxazol-3-yl)-2-methyl-benzo[d]oxazole-7-carboxylic acid). Procedure details: To a solution of 4-(5-(3,5-dichlorophenyl)-5-trifluoromethyl-4,5-dihydro-isoxazol-3-yl)-2-methyl-benzo[d]oxazole-7-carboxylic acid methyl ester (2.75 g) in tetrahydrofuran (50 ml) was added aqueous sodium hydroxide (1M) (8.7 ml) and methanol (5 ml). The reaction mixture was stirred at ambient temperature for 2.5 hours. The reaction mixture was diluted with aqueous hydrochloric acid (1M) (150 ml) and ethyl acetate (200 ml) and the phases separated. The organic phase was washed with brine, dried o... Run in O1CCCC1 (tetrahydrofuran), Cl (hydrochloric acid), C(C)(=O)OCC (ethyl acetate). The reactants are C(C)(C)[N-]C(C)C.[Li+] (lithium diisopropyl amide), C(C)(C)NC(C)C (diisopropyl amine), C(CCC)[Li] (n-butyllithium), COC1=CC=C2CCCC(C2=C1)=O (3,4-dihydro-7-methoxy-1(2H)-naphthalenone), [Cl-].[NH4+] (ammonium chloride), C(CCC)I (n-butyl iodide), resultant solution, CN(P(=O)(N(C)C)N(C)C)C (Hexamethylphosphoramide). The solvent is O1CCCC1 (tetrahydrofuran), CCOCC (ether). Reaction conditions: temperature -78 celsius, time 10 minute. The product is C(CCC)C1C(C2=CC(=CC=C2CC1)OC)=O (2-Butyl-3,4-dihydro-7-methoxy-1(2H)-naphthalenone). The yield is 24.3%. Reaction SMILES: C([N-]C(C)C)(C)C.[Li+].C(NC(C)C)(C)C.[CH2:16]([Li])[CH2:17][CH2:18][CH3:19].[CH3:21][O:22][C:23]1[CH:32]=[C:31]2[C:26]([CH2:27][CH2:28][CH2:29][C:30]2=[O:33])=[CH:25][CH:24]=1.C(I)CCC.CN(C)P(N(C)C)(N(C)C)=O.[Cl-].[NH4+]>O1CCCC1.CCOCC>[CH2:16]([CH:29]1[CH2:28][CH2:27][C:26]2[C:31](=[CH:32][C:23]([O:22][CH3:21])=[CH:24][CH:25]=2)[C:30]1=[O:33])[CH2:17][CH2:18][CH3:19] |f:0.1,7.8|. Reported procedure: To a -78° C. solution of lithium diisopropyl amide [from 4.37 ml (31.2 mmol) of diisopropyl amine in 28 ml tetrahydrofuran and 11.9 ml (29.8 mmol) of 2.5M n-butyllithium] was slowly added (over 15 minutes) a solution of 5.00 g (28.4 mmol) of 3,4-dihydro-7-methoxy-1(2H)-naphthalenone in 10 ml tetrahydrofuran. The resulting reaction mixture was stirred 10 minutes at -78° C. The cooling bath was then changed to a 0° C. ice-water bath, and was immediately followed by the rapid addition of 3.98 ml (3...